This data is from the Open Reaction Database (ORD), a public repository of structured organic reaction records. The task is: describe an organic reaction: reactants, conditions, products, and yield Reactants: FC1=CC2=C(C(=NO2)C2=CC=C(C=C2)OC[C@H]2OC2)C=C1 ((S)-6-fluoro-3-(4-oxiranylmethoxy-phenyl)-benzo[d]isoxazole), CN(C=O)C (dimethylformamide). Run in C1NCCC2=CC=CC=C12 (1,2,3,4-tetrahydroisoquinoline), C(C)O (ethanol). The product is C1N(CCC2=CC=CC=C12)C[C@@H](COC1=CC=C(C=C1)C1=NOC2=C1C=CC(=C2)F)O ((S)-1-(3,4-dihydro-1H-isoquinolin-2-yl)-3-[4-(6-fluoro-benzo[d]isoxazol-3-yl)-phenoxy]-propan-2-ol). RXN SMILES: [F:1][C:2]1[CH:21]=[CH:20][C:5]2[C:6]([C:9]3[CH:14]=[CH:13][C:12]([O:15][CH2:16][C@@H:17]4[CH2:19][O:18]4)=[CH:11][CH:10]=3)=[N:7][O:8][C:4]=2[CH:3]=1.[CH3:22][N:23]([CH3:26])C=O>C1C2C(=CC=CC=2)CCN1.C(O)C>[CH2:22]1[C:20]2[C:5](=[CH:4][CH:3]=[CH:2][CH:21]=2)[CH2:6][CH2:26][N:23]1[CH2:19][C@H:17]([OH:18])[CH2:16][O:15][C:12]1[CH:13]=[CH:14][C:9]([C:6]2[C:5]3[CH:20]=[CH:21][C:2]([F:1])=[CH:3][C:4]=3[O:8][N:7]=2)=[CH:10][CH:11]=1. Reported procedure: The title compound is prepared from a mixture of (S)-6-fluoro-3-(4-oxiranylmethoxy-phenyl)-benzo[d]isoxazole in dimethylformamide and 1,2,3,4-tetrahydroisoquinoline in ethanol essentially as described above in Example 21. Purity by LC/MS=98%, [M+H]+=419.